Dataset: the Open Reaction Database (ORD), a public repository of structured organic reaction records. Task: describe an organic reaction: reactants, conditions, products, and yield Reactants: C(#N)C1=CN(C2=CC(=CC=C12)C(=O)OC)CC (methyl 3-cyano-1-ethyl-1H-indole-6-carboxylate), N1C=CC2=CC=C(C=C12)C(=O)OC (methyl 1H-indole-6-carboxylate), [OH-].[Na+] (NaOH). Run in C1CCOC1 (THF), C1CCOC1 (THF). Product: C(#N)C1=CN(C2=CC(=CC=C12)C(=O)O)CC (3-cyano-1-ethyl-1H-indole-6-carboxylic acid). The yield is 95.1%. As a reaction SMILES: [C:1]([C:3]1[C:11]2[C:6](=[CH:7][C:8]([C:12]([O:14]C)=[O:13])=[CH:9][CH:10]=2)[N:5]([CH2:16][CH3:17])[CH:4]=1)#[N:2].N1C2C(=CC=C(C(OC)=O)C=2)C=C1.[OH-].[Na+]>C1COCC1>[C:1]([C:3]1[C:11]2[C:6](=[CH:7][C:8]([C:12]([OH:14])=[O:13])=[CH:9][CH:10]=2)[N:5]([CH2:16][CH3:17])[CH:4]=1)#[N:2] |f:2.3|. Procedure details: A solution of methyl 3-cyano-1-ethyl-1H-indole-6-carboxylate (1.60 g, 7.02 mmol), prepared by the method described in example 1A from methyl 1H-indole-6-carboxylate, in THF (35 mL) is treated with 1N NaOH (7.7 mL, 7.7 mmol) and heated at reflux for 2.5 h. After cooling to room temperature, most of the THF is removed and the solution is diluted with H2O and extracted with ether (2×). The ether extracts are discarded. The aqueous phase is then acidified with 6N HCl to pH 2 and then extracted with ... The reactants are NC1=C(C(NC2=CC=CC(=C12)F)=O)C1=NC2=C(N1)C=C(C=C2)N2CCNCC2 (4-Amino-5-fluoro-3-(6-piperazin-1-yl-1H-benzoimidazol-2-yl)-1H-quinolin-2-one), FC(C(=O)OCC)(F)F (ethyl trifluoroacetate). Run in CN(C(C)=O)C (N,N-dimethylacetamide). Conditions: temperature 130 celsius. Yields the product NC1=C(C(NC2=CC=CC(=C12)F)=O)C1=NC2=C(N1)C=C(C=C2)N2CCN(CC2)C(C(F)(F)F)=O (4-amino-5-fluoro-3-{6-[4-(2,2,2-trifluoro-acetyl)-piperazin-1-yl]-1H-benzoimidazol-2-yl}-1H-quinolin-2-one). RXN SMILES: [NH2:1][C:2]1[C:11]2[C:6](=[CH:7][CH:8]=[CH:9][C:10]=2[F:12])[NH:5][C:4](=[O:13])[C:3]=1[C:14]1[NH:18][C:17]2[CH:19]=[C:20]([N:23]3[CH2:28][CH2:27][NH:26][CH2:25][CH2:24]3)[CH:21]=[CH:22][C:16]=2[N:15]=1.[F:29][C:30]([F:37])([F:36])[C:31](OCC)=[O:32]>CN(C)C(=O)C>[NH2:1][C:2]1[C:11]2[C:6](=[CH:7][CH:8]=[CH:9][C:10]=2[F:12])[NH:5][C:4](=[O:13])[C:3]=1[C:14]1[NH:18][C:17]2[CH:19]=[C:20]([N:23]3[CH2:28][CH2:27][N:26]([C:31](=[O:32])[C:30]([F:37])([F:36])[F:29])[CH2:25][CH2:24]3)[CH:21]=[CH:22][C:16]=2[N:15]=1. Reported procedure: 4-Amino-5-fluoro-3-(6-piperazin-1-yl-1H-benzoimidazol-2-yl)-1H-quinolin-2-one was taken up in ethyl trifluoroacetate and N,N-dimethylacetamide (DMA). The resulting solution was heated at 130° C. in a sealed tube for 30 minutes. The reaction was cooled to room temperature and quenched by addition of saturated aqueous sodium bicarbonate followed by pouring the mixture into water. The resulting solid was collected by filtration and washed with diethyl ether to afford 4-amino-5-fluoro-3-{6-[4-(2,2,2... Conditions: temperature -10 celsius, time 1 hour. Procedure details: A −10° C. solution of MgBr2 (37 mg; 0.202 mmol) in THF (1 mL) was treated with nBuLi (0.333 mL; 1.82M; 0.606 mmol) The solution was stirred at −10° C. for 1 hr. A solution of oxazole (42 mg; 0.606 mmol) in THF (0.5 mL) was added and the solution was stirred at 25° C. for 2 hr. This solution was added to a refluxing solution of tert-butyl 1′-(4-iodophenyl)-4,4′-bipiperidine-1-carboxylate (285 mg; 0.606 mmol) and PdCl2(dppf) (495 mg; 0.606 mmol) in THF (4 mL). The mixture was refluxed 1 hr. The re... The product is C(C)(C)(C)OC(=O)N1CCC(CC1)C1CCN(CC1)C1=CC=C(C=C1)C=1OC=CN1 (tert-butyl-1′-[4-(1,3-oxazol-2-yl)phenyl]-4,4′-bipiperidine-1-carboxylate). The solvent is C1CCOC1 (THF), C1CCOC1 (THF), C1CCOC1 (THF). The reagents and catalysts are C1=CC=C(C=C1)P([C-]2C=CC=C2)C3=CC=CC=C3.C1=CC=C(C=C1)P([C-]2C=CC=C2)C3=CC=CC=C3.Cl[Pd]Cl.[Fe+2] (PdCl2(dppf)). The reactants are IC1=CC=C(C=C1)N1CCC(CC1)C1CCN(CC1)C(=O)OC(C)(C)C (tert-butyl 1′-(4-iodophenyl)-4,4′-bipiperidine-1-carboxylate), [Mg+2].[Br-].[Br-] (MgBr2), [Li]CCCC (nBuLi), O1C=NC=C1 (oxazole). As a reaction SMILES: [Mg+2].[Br-].[Br-].[Li]CCCC.[O:9]1[CH:13]=[CH:12][N:11]=[CH:10]1.I[C:15]1[CH:20]=[CH:19][C:18]([N:21]2[CH2:26][CH2:25][CH:24]([CH:27]3[CH2:32][CH2:31][N:30]([C:33]([O:35][C:36]([CH3:39])([CH3:38])[CH3:37])=[O:34])[CH2:29][CH2:28]3)[CH2:23][CH2:22]2)=[CH:17][CH:16]=1>C1COCC1.C1C=CC(P(C2C=CC=CC=2)[C-]2C=CC=C2)=CC=1.C1C=CC(P(C2C=CC=CC=2)[C-]2C=CC=C2)=CC=1.Cl[Pd]Cl.[Fe+2]>[C:36]([O:35][C:33]([N:30]1[CH2:31][CH2:32][CH:27]([CH:24]2[CH2:23][CH2:22][N:21]([C:18]3[CH:19]=[CH:20][C:15]([C:10]4[O:9][CH:13]=[CH:12][N:11]=4)=[CH:16][CH:17]=3)[CH2:26][CH2:25]2)[CH2:28][CH2:29]1)=[O:34])([CH3:39])([CH3:37])[CH3:38] |f:0.1.2,7.8.9.10|. Reactants: Cl.N[C@H]1CS(C[C@H]([C@@H]1O)CC1=CC(=C(C(=C1)OCC(F)(F)F)[N+](=O)[O-])F)(=O)=O ((3R,4S,5S)-3-Amino-5-[4-nitro-3-fluoro-5-(2,2,2-trifluoro-ethoxy)-benzyl]-1,1-dioxo-hexahydro-1lambda*6*-thiopyran-4-ol hydrochloride salt), C(C)(C)(C)C=1C=C(C=O)C=CC1 (3-tert-butyl benz-aldehyde). The product is C(C)(C)(C)C=1C=C(CN[C@H]2CS(C[C@H]([C@@H]2O)CC2=CC(=C(C(=C2)OCC(F)(F)F)[N+](=O)[O-])F)(=O)=O)C=CC1 ((3R,4S,5S)-3-(3-tert-Butyl-benzylamino)-5-[3-fluoro-4-nitro-5-(2,2,2-trifluoro-ethoxy)-benzyl]-1,1-dioxo-hexahydro-I lambda*6*-thiopyran-4-ol). Reaction SMILES: Cl.[NH2:2][C@@H:3]1[C@@H:8]([OH:9])[C@H:7]([CH2:10][C:11]2[CH:16]=[C:15]([O:17][CH2:18][C:19]([F:22])([F:21])[F:20])[C:14]([N+:23]([O-:25])=[O:24])=[C:13]([F:26])[CH:12]=2)[CH2:6][S:5](=[O:28])(=[O:27])[CH2:4]1.[C:29]([C:33]1[CH:34]=[C:35]([CH:38]=[CH:39][CH:40]=1)[CH:36]=O)([CH3:32])([CH3:31])[CH3:30]>>[C:29]([C:33]1[CH:34]=[C:35]([CH:38]=[CH:39][CH:40]=1)[CH2:36][NH:2][C@@H:3]1[C@@H:8]([OH:9])[C@H:7]([CH2:10][C:11]2[CH:16]=[C:15]([O:17][CH2:18][C:19]([F:22])([F:20])[F:21])[C:14]([N+:23]([O-:25])=[O:24])=[C:13]([F:26])[CH:12]=2)[CH2:6][S:5](=[O:27])(=[O:28])[CH2:4]1)([CH3:32])([CH3:30])[CH3:31] |f:0.1|. Procedure details: The title compound was prepared in analogous manner as described for example 1h) from (3R,4S,5S)-3-Amino-5-[4-nitro-3-fluoro-5-(2,2,2-trifluoro-ethoxy)-benzyl]-1,1-dioxo-hexahydro-1lambda*6*-thiopyran-4-ol hydrochloride salt (1.26 g, 2.78 mmol) and 3-tert-butyl benz-aldehyde (0.361 g, 2.26 mmol); ESIMS [M+H]+=563, UPLC RtD=1.576 min, 1H NMR (600 MHz, DMSO-d6): δ 7.35 (s, 1H), 7.27-7.21 (m, 2H), 7.15 (m, 2H), 7.10 (d, 1H), 5.32 (d, 1H), 5.01 (q, 2H), 3.81 (m, 1H), 3.63 (m, 1H), 3.38 (m, 1H), 3.20... Reactants: ClC1=CC=C(C=C1)[C@@H]1CN(C2=C(S1)C=CC1=CC=CC=C12)C([C@H]1N(CCC1)S(=O)(=O)C1=CC2=CC=CC=C2C=C1)=O ((R)-3-(4-chlorophenyl)-1-[(S)-N-(2-naphthalenesulfonyl)prolyl]-2,3-dihydro-1H-naphtho[2,1-b][1,4]thiazine), [OH-].[K+] (potassium hydroxide), ice water. Solvent: C(C)O.O (ethanol water). Yields the product ClC1=CC=C(C=C1)[C@@H]1CNC2=C(S1)C=CC1=CC=CC=C12 ((R)-(+)-3-(4-chlorophenyl)- 2,3-dihydro-1H-naphtho[2,1-b][1,4]thiazine). Isolated yield 63.1%. Reaction SMILES: [Cl:1][C:2]1[CH:7]=[CH:6][C:5]([C@H:8]2[S:13][C:12]3[CH:14]=[CH:15][C:16]4[C:21]([C:11]=3[N:10](C(=O)[C@@H]3CCCN3S(C3C=CC5C(=CC=CC=5)C=3)(=O)=O)[CH2:9]2)=[CH:20][CH:19]=[CH:18][CH:17]=4)=[CH:4][CH:3]=1.[OH-].[K+]>C(O)C.O>[Cl:1][C:2]1[CH:3]=[CH:4][C:5]([C@H:8]2[S:13][C:12]3[CH:14]=[CH:15][C:16]4[C:21]([C:11]=3[NH:10][CH2:9]2)=[CH:20][CH:19]=[CH:18][CH:17]=4)=[CH:6][CH:7]=1 |f:1.2,3.4|. Procedure: A mixture of (R)-3-(4-chlorophenyl)-1-[(S)-N-(2-naphthalenesulfonyl)prolyl]-2,3-dihydro-1H-naphtho[2,1-b][1,4]thiazine (11.50 g, 0.019 mole), 86 % potassium hydroxide (15.0 g, 0.227 mole) and ethanol-water (10:1, 230 ml) is refluxed under argon for one hour. The reaction mixture is poured into ice water and the mixture is extracted with ethyl acetate. The ethyl acetate layer is washed with water and saline, dried over sodium sulfate and distilled to remove the solvent. The residue is purified by...